This data is from the Open Reaction Database (ORD), a public repository of structured organic reaction records. The task is: describe an organic reaction: reactants, conditions, products, and yield The reactants are C(C)(C)(C)OC(=O)N1C=C(C2=CC(=CC=C12)F)C(C(C)C1=C(C=C(C=C1)Cl)Cl)=O (3-[2-(2,4-dichloro-phenyl)-propionyl]-5-fluoro-indole-1-carboxylic acid tert-butyl ester), C(=O)([O-])[O-].[Na+].[Na+] (Na2CO3), FC(C(=O)O)(F)F (trifluoroacetic acid). The reagents and catalysts are CCCC[N+](CCCC)(CCCC)CCCC.C1=CC=C(C=C1)[Si-](C2=CC=CC=C2)(C3=CC=CC=C3)(F)F (tetrabutylammonium difluorotriphenylsilicate). Run in O1CCCC1 (tetrahydrofuran). Conditions: time 3 hour. Product: ClC1=C(C=CC(=C1)Cl)C(C(C(F)(F)F)(O)C1=CNC2=CC=C(C=C12)F)C (3-(2,4-Dichloro-phenyl)-1,1,1-trifluoro-2-(5-fluoro-1H-indol-3-yl)-butan-2-ol). Isolated yield 23.7%. Reaction SMILES: C(OC([N:8]1[C:16]2[C:11](=[CH:12][C:13]([F:17])=[CH:14][CH:15]=2)[C:10]([C:18](=[O:29])[CH:19]([C:21]2[CH:26]=[CH:25][C:24]([Cl:27])=[CH:23][C:22]=2[Cl:28])[CH3:20])=[CH:9]1)=O)(C)(C)C.[F:30][C:31]([F:36])([F:35])C(O)=O.C([O-])([O-])=O.[Na+].[Na+]>O1CCCC1.CCCC[N+](CCCC)(CCCC)CCCC.C1C=CC([Si-](F)(F)(C2C=CC=CC=2)C2C=CC=CC=2)=CC=1>[Cl:28][C:22]1[CH:23]=[C:24]([Cl:27])[CH:25]=[CH:26][C:21]=1[CH:19]([CH3:20])[C:18]([C:10]1[C:11]2[C:16](=[CH:15][CH:14]=[C:13]([F:17])[CH:12]=2)[NH:8][CH:9]=1)([OH:29])[C:31]([F:36])([F:35])[F:30] |f:2.3.4,6.7|. Procedure: To a solution of crude 3-[2-(2,4-dichloro-phenyl)-propionyl]-5-fluoro-indole-1-carboxylic acid tert-butyl ester (81 mg) in tetrahydrofuran (0.8 ml) (trifluoromethyl)-trimethylsilane (2M in tetrahydrofuran, 0.23 ml) and tetrabutylammonium difluorotriphenylsilicate (20 mg) were added at 0° C. After being stirred at rt for 3 h, trifluoroacetic acid (127 mg) was added at 0° C. and stirred overnight. No deprotection was observed, so the mixture was neutralized with aq. 2M Na2CO3 solution and extracte...